describe an organic reaction: reactants, conditions, products, and yield From a dataset of the Open Reaction Database (ORD), a public repository of structured organic reaction records. Reactants: COC(=NC#N)c1cccs1, CCOCC, CCCCCC, CO, NCCc1ccccc1. The product is N#CNC(=NCCc1ccccc1)c1cccs1. As a reaction SMILES: [C:1](#[N:2])[N:3]=[C:4]([O:5][CH3:6])[c:7]1[s:8][cH:9][cH:10][cH:11]1.[CH2:27]([O:28][CH2:29][CH3:30])[CH3:31].[CH3:21][CH2:22][CH2:23][CH2:24][CH2:25][CH3:26].[CH3:32][OH:33].[NH2:12][CH2:13][CH2:14][c:15]1[cH:16][cH:17][cH:18][cH:19][cH:20]1>>[C:1](#[N:2])[NH:3][C:4]([c:7]1[s:8][cH:9][cH:10][cH:11]1)=[N:12][CH2:13][CH2:14][c:15]1[cH:16][cH:17][cH:18][cH:19][cH:20]1. Starting materials: CC(C)OC(=O)c1nc(Cl)sc1Cl, NN, C1COCCO1, O, O. Yields the product CC(C)OC(=O)c1nc(NN)sc1Cl. RXN SMILES: [Cl:4][c:5]1[s:6][c:7]([Cl:16])[c:8]([C:10](=[O:11])[O:12][CH:13]([CH3:14])[CH3:15])[n:9]1.[NH2:2][NH2:3].[O:18]1[CH2:19][CH2:20][O:21][CH2:22][CH2:23]1.[OH2:17].[OH2:1]>>[NH:2]([NH2:3])[c:5]1[s:6][c:7]([Cl:16])[c:8]([C:10](=[O:11])[O:12][CH:13]([CH3:14])[CH3:15])[n:9]1.